From a dataset of the Open Reaction Database (ORD), a public repository of structured organic reaction records. describe an organic reaction: reactants, conditions, products, and yield Reactants: N(=[N+]=[N-])CCC1=CC=C(C#N)C=C1 (4-(2-azidoethyl)benzonitrile), Cl (HCl), CCO (EtOH). Reaction conditions: time 8 hour. Yields the product N(=[N+]=[N-])CCC1=CC=C(C=C1)C(OCC)=N (ethyl 4-(2-azidoethyl)benzenecarboximidoate). RXN SMILES: [N:1]([CH2:4][CH2:5][C:6]1[CH:13]=[CH:12][C:9]([C:10]#[N:11])=[CH:8][CH:7]=1)=[N+:2]=[N-:3].Cl.[CH3:15][CH2:16][OH:17]>>[N:1]([CH2:4][CH2:5][C:6]1[CH:13]=[CH:12][C:9]([C:10](=[NH:11])[O:17][CH2:16][CH3:15])=[CH:8][CH:7]=1)=[N+:2]=[N-:3]. Procedure details: A solution of 4-(2-azidoethyl)benzonitrile (2.0 g, 11.62 mmol) in EtOH (50 ml) at 0° C. was saturated with HCl(g). Reaction mixture was allowed to warm to room temperature and stirred overnight. Concentration of the crude reaction mixture gave ethyl 4-(2-azidoethyl)benzenecarboximidoate which was used without further purification. The reactants are [Na] (sodium), ClC(C(=O)O)(F)F (chlorodifluoroacetic acid), COCCOCCOC (diglyme), O(C1=CC=CC=C1)C1=CC=C(OCCOC(CC=C)=O)C=C1 (3-butenoic acid 2-(4-phenoxyphenoxy)-ethyl ester), COCCOCCOC (diethylene glycol dimethyl ether). Product: O(C1=CC=CC=C1)C1=CC=C(OCCOC(CC2C(C2)(F)F)=O)C=C1 (2-(2,2-di-fluorocyclopropyl)-acetic acid 2-(4-phenoxyphenoxy)-ethyl ester). RXN SMILES: [O:1]([C:8]1[CH:22]=[CH:21][C:11]([O:12][CH2:13][CH2:14][O:15][C:16](=[O:20])[CH2:17]C=C)=[CH:10][CH:9]=1)[C:2]1[CH:7]=[CH:6][CH:5]=[CH:4][CH:3]=1.[Na].Cl[C:25]([F:30])([F:29])[C:26](O)=O.[CH3:31]OCCOCCOC>>[O:1]([C:8]1[CH:22]=[CH:21][C:11]([O:12][CH2:13][CH2:14][O:15][C:16](=[O:20])[CH2:17][CH:26]2[CH2:31][C:25]2([F:30])[F:29])=[CH:10][CH:9]=1)[C:2]1[CH:3]=[CH:4][CH:5]=[CH:6][CH:7]=1 |^1:22|. Reported procedure: 14.8 g of 3-butenoic acid 2-(4-phenoxyphenoxy)-ethyl ester are dissolved in 30 ml of diethylene glycol dimethyl ether (diglyme), and the solution is heated to +165° C. with stirring. A solution of 15.25 g of the sodium salt of chlorodifluoroacetic acid in 30 ml of diglyme is then added dropwise at that temperature over a period of 8 hours. The mixture is stirred for a further one hour at +165° C. and then cooled to room temperature. The reaction mixture is filtered, the residue is washed with 20... Starting materials: N1=CC(=CC=C1)B(O)O (Pyridin-3-ylboronic acid), COCCCOC=1C=C(C=CC1OS(=O)(=O)C(F)(F)F)CCC(=O)OCC (Ethyl 3-[3-(3-methoxypropoxy)-4-{[(trifluoromethyl)sulfonyl]oxy}phenyl]propanoate), [F-].[Cs+] (Cesium fluoride), tetrakistriphenylphosphine palladium. The solvent is C(OC)COC (dimethoxyethane), C(C)O (ethanol). Product: COCCCOC=1C=C(C=CC1C=1C=NC=CC1)CCC(=O)OCC (Ethyl 3-[3-(3-methoxypropoxy)-4-pyridin-3-ylphenyl]propanoate). Yield: 54.6%. Reaction SMILES: [CH3:1][O:2][CH2:3][CH2:4][CH2:5][O:6][C:7]1[CH:8]=[C:9]([CH2:21][CH2:22][C:23]([O:25][CH2:26][CH3:27])=[O:24])[CH:10]=[CH:11][C:12]=1OS(C(F)(F)F)(=O)=O.[N:28]1[CH:33]=[CH:32][CH:31]=[C:30](B(O)O)[CH:29]=1.[F-].[Cs+]>C(COC)OC.C(O)C>[CH3:1][O:2][CH2:3][CH2:4][CH2:5][O:6][C:7]1[CH:8]=[C:9]([CH2:21][CH2:22][C:23]([O:25][CH2:26][CH3:27])=[O:24])[CH:10]=[CH:11][C:12]=1[C:30]1[CH:29]=[N:28][CH:33]=[CH:32][CH:31]=1 |f:2.3|. Procedure details: Ethyl 3-[3-(3-methoxypropoxy)-4-{[(trifluoromethyl)sulfonyl]oxy}phenyl]propanoate (1.0 g, 2.4 mmol) was dissolved in dimethoxyethane (15 mL) and ethanol (1.5 mL). Pyridin-3-ylboronic acid (0.33 g, 2.65 mmol) was added and argon was bubbled in the mixture for 15 minutes. Cesium fluoride (0.8 g, 5.3 mmol) and tetrakistriphenylphosphine palladium (0.14 g, 0.1 mmol) were added and the mixture was brought to reflux under an argon atmosphere for 4 hours. After cooling to room temperature, solvents wer...